Dataset: the Open Reaction Database (ORD), a public repository of structured organic reaction records. Task: describe an organic reaction: reactants, conditions, products, and yield Reactants: CC(=O)OC(C)=O, CS(=O)(=O)c1ccc(Oc2c(Cl)cc(N3NCC(=O)NC3=O)cc2Cl)cc1, O, O=S(=O)(O)O. The product is CC(=O)N1CC(=O)NC(=O)N1c1cc(Cl)c(Oc2ccc(S(C)(=O)=O)cc2)c(Cl)c1. Reaction SMILES: [CH3:34][C:35](=[O:36])[O:37][C:38](=[O:39])[CH3:40].[Cl:1][c:2]1[cH:3][c:4]([N:20]2[NH:21][CH2:22][C:23](=[O:27])[NH:24][C:25]2=[O:26])[cH:5][c:6]([Cl:19])[c:7]1[O:8][c:9]1[cH:10][cH:11][c:12]([S:15](=[O:16])(=[O:17])[CH3:18])[cH:13][cH:14]1.[OH2:33].[S:28](=[O:29])(=[O:30])([OH:31])[OH:32]>>[Cl:1][c:2]1[cH:3][c:4]([N:20]2[N:21]([C:35]([CH3:34])=[O:36])[CH2:22][C:23](=[O:27])[NH:24][C:25]2=[O:26])[cH:5][c:6]([Cl:19])[c:7]1[O:8][c:9]1[cH:10][cH:11][c:12]([S:15](=[O:16])(=[O:17])[CH3:18])[cH:13][cH:14]1.